From a dataset of the Open Reaction Database (ORD), a public repository of structured organic reaction records. describe an organic reaction: reactants, conditions, products, and yield Starting materials: IC1=CC(=CC=C1)Cl (1-iodo-3-chloro-benzene), C1(=CC=CC=C1)P(C1=CC=CC=C1)C1=CC=CC=C1 (triphenylphosphine), [OH-].[Na+] (NaOH), C(C1=CC=CC=C1)N1[C@H](CN(CC1)CC1=CC=CC=C1)C=C ((S)-1,4-dibenzyl-2-vinyl-piperazine), C12CCCC(CCC1)B2 (9-borabicyclo[3.3.1]nonane). The reagents and catalysts are C=1C=CC(=CC1)[P](C=2C=CC=CC2)(C=3C=CC=CC3)[Pd]([P](C=4C=CC=CC4)(C=5C=CC=CC5)C=6C=CC=CC6)([P](C=7C=CC=CC7)(C=8C=CC=CC8)C=9C=CC=CC9)[P](C=1C=CC=CC1)(C=1C=CC=CC1)C=1C=CC=CC1 (tetrakis(triphenylphosphine)palladium(0)). Run at time 24 hour. The product is C(C1=CC=CC=C1)N1[C@H](CN(CC1)CC1=CC=CC=C1)CCC1=CC(=CC=C1)Cl ((S)-1,4-Dibenzyl-2-[2-(3-chloro-phenyl)-ethyl]-piperazine). The yield is 72.3%. Reaction SMILES: [CH2:1]([N:8]1[CH2:13][CH2:12][N:11]([CH2:14][C:15]2[CH:20]=[CH:19][CH:18]=[CH:17][CH:16]=2)[CH2:10][C@@H:9]1[CH:21]=[CH2:22])[C:2]1[CH:7]=[CH:6][CH:5]=[CH:4][CH:3]=1.C12BC(CCC1)CCC2.I[C:33]1[CH:38]=[CH:37][CH:36]=[C:35]([Cl:39])[CH:34]=1.C1(P(C2C=CC=CC=2)C2C=CC=CC=2)C=CC=CC=1.[OH-].[Na+]>C1C=CC([P]([Pd]([P](C2C=CC=CC=2)(C2C=CC=CC=2)C2C=CC=CC=2)([P](C2C=CC=CC=2)(C2C=CC=CC=2)C2C=CC=CC=2)[P](C2C=CC=CC=2)(C2C=CC=CC=2)C2C=CC=CC=2)(C2C=CC=CC=2)C2C=CC=CC=2)=CC=1>[CH2:1]([N:8]1[CH2:13][CH2:12][N:11]([CH2:14][C:15]2[CH:20]=[CH:19][CH:18]=[CH:17][CH:16]=2)[CH2:10][C@@H:9]1[CH2:21][CH2:22][C:33]1[CH:38]=[CH:37][CH:36]=[C:35]([Cl:39])[CH:34]=1)[C:2]1[CH:3]=[CH:4][CH:5]=[CH:6][CH:7]=1 |f:4.5,^1:64,66,85,104|. Procedure: Combine (S)-1,4-dibenzyl-2-vinyl-piperazine (5.0 g, 17.10 mmol) and 9-borabicyclo[3.3.1]nonane (136.8 ml, 68.39 mmol, 0.5 M in THF) and stir at ambient temperature. After 24 hrs, add 1-iodo-3-chloro-benzene (6.12 g, 25.65 mmol), triphenylphosphine (717.5 mg, 2.74 mmol), tetrakis(triphenylphosphine)palladium(0)(395.1 mg, 0.34 mmol), and 3N NaOH (14.0 ml) and stir at 60°. After 22 hrs, remove the THF under vacuum, stir the residue in 2N NaOH, and extract with diethyl ether. Wash the organic with 1... The reactants are Cl[SiH](Cl)Cl (Trichlorosilane), C(C)(=O)OC1=CC=C(C=C)C=C1 (4-acetoxystyrene). As a reaction SMILES: [Cl:1][SiH:2]([Cl:4])[Cl:3].[C:5]([O:8][C:9]1[CH:16]=[CH:15][C:12]([CH:13]=[CH2:14])=[CH:11][CH:10]=1)(=[O:7])[CH3:6]>O.Cl.Cl.Cl[Pt](Cl)(Cl)Cl.CCCCCCC>[C:5]([O:8][C:9]1[CH:16]=[CH:15][C:12]([CH2:13][CH2:14][Si:2]([Cl:4])([Cl:3])[Cl:1])=[CH:11][CH:10]=1)(=[O:7])[CH3:6] |f:2.3.4.5|. The product is C(C)(=O)OC1=CC=C(C=C1)CC[Si](Cl)(Cl)Cl (4-acetoxyphenylethyl trichlorosilane). Reported procedure: Trichlorosilane (56.9 grams, 0.42 mole), 4-acetoxystyrene (64.6 grams, 0.40 mole), and 200 ml heptane were placed in a round bottom flask equipped with a water condenser and nitrogen inlet. Hydrogen hexachloroplatinate(IV) hydrate (20 mg) was added to this solution and heated to reflux for 18 hours. Afterwards, the solution was filtered hot through a frit funnel. The solvent and the unreacted reagents were distilled off at atmospheric pressure and the residue was purified by distillation under r... The solvent is CCCCCCC (heptane). The reagents and catalysts are O.Cl.Cl.Cl[Pt](Cl)(Cl)Cl (Hydrogen hexachloroplatinate(IV) hydrate). Starting materials: C(=O)(C(=O)Cl)Cl ((COCl)2), CN(C)C=O (DMF), C(C)N1C2=C(N(C(C3=C1N=CC(=C3)CCOC3=C(C=C(C(=O)O)C=C3)C)=O)C)C=CC=N2 (4-[2-(11-ethyl-6,11-dihydro-5-methyl-6-oxo-5H-dipyrido[3,2-b:2′,3′-e][1,4]diazepin-8-yl)ethoxy]-3-methylbenzoic acid). Run in C(Cl)Cl (CH2Cl2). Product: C(C)N1C2=C(N(C(C3=C1N=CC(=C3)CCOC3=C(C=C(C(=O)Cl)C=C3)C)=O)C)C=CC=N2 (4-[2-(11-Ethyl-6,11-dihydro-5-methyl-6-oxo-5H-dipyrido[3,2-b:2′,3′-e][1,4]diazepin-8-yl)ethoxy]-3-methylbenzoyl chloride). Isolated yield 101.6%. Reaction SMILES: [C:1]([Cl:6])([C:3](Cl)=O)=[O:2].CN(C=O)C.[CH2:12]([N:14]1[C:20]2[N:21]=[CH:22][C:23]([CH2:25][CH2:26][O:27][C:28]3[CH:36]=[CH:35]C(C(O)=O)=[CH:30][C:29]=3[CH3:37])=[CH:24][C:19]=2[C:18](=[O:38])[N:17]([CH3:39])[C:16]2[CH:40]=[CH:41][CH:42]=[N:43][C:15]1=2)[CH3:13]>C(Cl)Cl>[CH2:12]([N:14]1[C:20]2[N:21]=[CH:22][C:23]([CH2:25][CH2:26][O:27][C:28]3[CH:36]=[CH:35][C:3]([C:1]([Cl:6])=[O:2])=[CH:30][C:29]=3[CH3:37])=[CH:24][C:19]=2[C:18](=[O:38])[N:17]([CH3:39])[C:16]2[CH:40]=[CH:41][CH:42]=[N:43][C:15]1=2)[CH3:13]. Procedure details: (COCl)2 (25 μL, 0.87 mmol) and DMF (10 μL) were added to a solution of 4-[2-(11-ethyl-6,11-dihydro-5-methyl-6-oxo-5H-dipyrido[3,2-b:2′,3′-e][1,4]diazepin-8-yl)ethoxy]-3-methylbenzoic acid (52.8 mg, 0.12 mmol) in CH2Cl2 (5 mL). The reaction mixture was heated to reflux for 1 h. The cooled mixture was concentrated under reduced pressure to give the title compound (55 mg, 100% yield), which was used without further purification. The reactants are Brc1ccc2c(N3CCOCC3)nncc2c1, CC(=O)[O-], CN(C)C=O, CCOC(C)=O, CCO, COc1ccc(C(F)(F)F)cc1NC(=O)c1ccc(C)c(I)c1, [K+], O. The product is COc1ccc(C(F)(F)F)cc1NC(=O)c1ccc(C)c(-c2ccc3c(N4CCOCC4)nncc3c2)c1. As a reaction SMILES: [Br:29][c:30]1[cH:31][c:32]2[cH:33][n:34][n:35][c:36]([N:40]3[CH2:41][CH2:42][O:43][CH2:44][CH2:45]3)[c:37]2[cH:38][cH:39]1.[CH3:25][C:26](=[O:27])[O-:28].[CH3:47][N:48]([CH3:49])[CH:50]=[O:51].[CH3:52][CH2:53][O:54][C:55]([CH3:56])=[O:57].[CH3:58][CH2:59][OH:60].[I:1][c:2]1[cH:3][c:4]([C:5](=[O:6])[NH:7][c:8]2[c:9]([O:18][CH3:19])[cH:10][cH:11][c:12]([C:14]([F:15])([F:16])[F:17])[cH:13]2)[cH:20][cH:21][c:22]1[CH3:23].[K+:24].[OH2:46]>>[c:2]1(-[c:30]2[cH:31][c:32]3[cH:33][n:34][n:35][c:36]([N:40]4[CH2:41][CH2:42][O:43][CH2:44][CH2:45]4)[c:37]3[cH:38][cH:39]2)[cH:3][c:4]([C:5](=[O:6])[NH:7][c:8]2[c:9]([O:18][CH3:19])[cH:10][cH:11][c:12]([C:14]([F:15])([F:16])[F:17])[cH:13]2)[cH:20][cH:21][c:22]1[CH3:23]. Reactants: C(C=C)(=O)NC1=C(C=CC(=C1)C)O (2-acryloylamino-4-methylphenol), C(C1=CC=CC=C1)(C1=CC=CC=C1)N1CCNCC1 (1-benzhydrylpiperazine). Procedure: A solution of the compound (1) (1.52 g, 8.58 mmol) and 1-benzhydrylpiperazine (4.33 g, 17.2 mmol) in ethanol (14 ml) was heated under reflux for 3 hours. The solvent was distilled off from the reaction mixture, water was added to the residue, and the mixture was extracted with ethyl acetate. The ethyl acetate layer was washed with saturated brine, dried over anhydrous magnesium sulfate and evaporated. The residue was purified by column chromatography on silica gel to give a colorless glassy subs... The product is C(C1=CC=CC=C1)(C1=CC=CC=C1)N1CCN(CC1)CCC(=O)NC1=C(C=CC(=C1)C)O (2-[3-(4-benzhydrylpiperazino)propionyl]amino-4-methylphenol). Run in C(C)O (ethanol). Reaction SMILES: [C:1]([NH:5][C:6]1[CH:11]=[C:10]([CH3:12])[CH:9]=[CH:8][C:7]=1[OH:13])(=[O:4])[CH:2]=[CH2:3].[CH:14]([N:27]1[CH2:32][CH2:31][NH:30][CH2:29][CH2:28]1)([C:21]1[CH:26]=[CH:25][CH:24]=[CH:23][CH:22]=1)[C:15]1[CH:20]=[CH:19][CH:18]=[CH:17][CH:16]=1>C(O)C>[CH:14]([N:27]1[CH2:32][CH2:31][N:30]([CH2:3][CH2:2][C:1]([NH:5][C:6]2[CH:11]=[C:10]([CH3:12])[CH:9]=[CH:8][C:7]=2[OH:13])=[O:4])[CH2:29][CH2:28]1)([C:21]1[CH:26]=[CH:25][CH:24]=[CH:23][CH:22]=1)[C:15]1[CH:20]=[CH:19][CH:18]=[CH:17][CH:16]=1.